This data is from the Open Reaction Database (ORD), a public repository of structured organic reaction records. The task is: describe an organic reaction: reactants, conditions, products, and yield Reactants: [Al+3], CCCCC(=O)Cl, ClCCl, [Cl-], [Cl-], [Cl-], O=c1c2ccccc2ccn2cccc12. The product is CCCCC(=O)c1cc2c(=O)c3ccccc3ccn2c1. As a reaction SMILES: [Al+3:17].[C:20]([CH2:21][CH2:22][CH2:23][CH3:24])(=[O:25])[Cl:26].[CH2:27]([Cl:28])[Cl:29].[Cl-:16].[Cl-:18].[Cl-:19].[cH:1]1[cH:2][cH:3][n:4]2[c:5]1[c:6](=[O:15])[c:7]1[c:8]([cH:9][cH:10]2)[cH:11][cH:12][cH:13][cH:14]1>>[cH:1]1[c:2]([C:20]([CH2:21][CH2:22][CH2:23][CH3:24])=[O:25])[cH:3][n:4]2[c:5]1[c:6](=[O:15])[c:7]1[c:8]([cH:9][cH:10]2)[cH:11][cH:12][cH:13][cH:14]1. Starting materials: [Si](C)(C)(C(C)(C)C)OC1C=C(C(C1)=O)CCCCCCC(=O)OC ((±) methyl 7-(3-tert-butyldimethylsilyloxy-5-oxo-1-cyclopentenyl)heptanoate), C(C)OCC (diethyl ether), C[Li] (methyllithium), [Cl-].[NH4+] (ammonium chloride), [Cu]C#N (copper (I) cyanide), [Cl-].[Li+] (lithium chloride), OC(C/C=C/[Sn](CCCC)(CCCC)CCCC)(CCCC)C ([(4RS, 1E)-4-hydroxy-4-methyl-1-octenyl]tri-n-butyltin). Run in O1CCCC1 (tetrahydrofuran), O1CCCC1 (tetrahydofuran), O1CCCC1 (tetrahydrofuran). Run at time 2 hour. Yields the product COC(CCCCCC[C@H]1C(CC([C@@H]1\C=C\CC(CCCC)(C)O)O[Si](C)(C)C(C)(C)C)=O)=O ((±)-methyl(16RS, 13E)-11-tert-butyldimethylsilyloxy-16-hydroxy-16-methyl-9-oxoprost-13-en-1-oate). The yield is 84.8%. As a reaction SMILES: [OH:1][C:2]([CH3:23])([CH2:19][CH2:20][CH2:21][CH3:22])[CH2:3]/[CH:4]=[CH:5]/[Sn](CCCC)(CCCC)CCCC.C(OCC)C.C[Li].[Cu]C#N.[Cl-].[Li+].[Si:36]([O:43][CH:44]1[CH2:48][C:47](=[O:49])[C:46]([CH2:50][CH2:51][CH2:52][CH2:53][CH2:54][CH2:55][C:56]([O:58][CH3:59])=[O:57])=[CH:45]1)([C:39]([CH3:42])([CH3:41])[CH3:40])([CH3:38])[CH3:37].[Cl-].[NH4+]>O1CCCC1>[CH3:59][O:58][C:56](=[O:57])[CH2:55][CH2:54][CH2:53][CH2:52][CH2:51][CH2:50][C@@H:46]1[C@@H:45](/[CH:5]=[CH:4]/[CH2:3][C:2]([OH:1])([CH3:23])[CH2:19][CH2:20][CH2:21][CH3:22])[CH:44]([O:43][Si:36]([C:39]([CH3:42])([CH3:41])[CH3:40])([CH3:37])[CH3:38])[CH2:48][C:47]1=[O:49] |f:4.5,7.8|. Procedure details: Into a dry flask was placed a solution of [(4RS, 1E)-4-hydroxy-4-methyl-1-octenyl]tri-n-butyltin (973 mg, 2.26 mmol) in dry tetrahydrofuran (5 ml) under nitrogen atmosphere and the mixture was cooled to 0° C. The solution was dropped with 5.7 ml (4.97 mmol) of a diethyl ether solution of methyllithium (0.88 mol/liter), warmed to room temperature and stirred for 2 h. After cooling to −78° C., the mixture was added with a previously prepared solution of copper (I) cyanide (215 mg, 2.4 mmol) and li... Starting materials: NC=1C=C(C(=O)NC2=CC=C(C=C2)Br)C=CC1SC1=CC=C(C=C1)O (3-Amino-N-(4-bromo-phenyl)-4-(4-hydroxy-phenylsulfanyl)-benzamide), NC=1C=C(C(=O)NCC2=CC=CC=C2)C=CC1SC1=CC=C(C=C1)O (3-Amino-N-benzyl-4-(4-hydroxy-phenylsulfanyl)-benzamide), C(#N)C=1C(=NC(=CC1)C)N=CN(C)C (N′-(3-Cyano-6-methyl-pyridin-2-yl)-N,N-dimethyl-formamidine), C(#N)C=1C(=NC(=CC1)C)N=CN(C)C (N′-(3-Cyano-6-methyl-pyridin-2-yl)-N,N-dimethyl-formamidine), NC=1C=C(C(=O)NCC2=CC=CC=C2)C=CC1SC1=CC=C(C=C1)O (3-Amino-N-benzyl-4-(4-hydroxy-phenylsulfanyl)-benzamide), product. Product: C(C1=CC=CC=C1)NC(C1=CC(=C(C=C1)SC1=CC=C(C=C1)O)NC=1C2=C(N=CN1)N=C(C=C2)C)=O (N-Benzyl-4-(4-hydroxy-phenylsulfanyl)-3-(7-methyl-pyrido[2,3-d]pyrimidin-4-ylamino)-benzamide). Yield: 54.0%. Reaction SMILES: [NH2:1][C:2]1[CH:3]=[C:4]([CH:15]=[CH:16][C:17]=1[S:18][C:19]1[CH:24]=[CH:23][C:22]([OH:25])=[CH:21][CH:20]=1)[C:5]([NH:7][CH2:8][C:9]1[CH:14]=[CH:13][CH:12]=[CH:11][CH:10]=1)=[O:6].C([C:28]1[C:29]([N:35]=[CH:36][N:37]([CH3:39])C)=[N:30][C:31]([CH3:34])=[CH:32][CH:33]=1)#N.NC1C=C(C=CC=1SC1C=CC(O)=CC=1)C(NC1C=CC(Br)=CC=1)=O>>[CH2:8]([NH:7][C:5](=[O:6])[C:4]1[CH:15]=[CH:16][C:17]([S:18][C:19]2[CH:20]=[CH:21][C:22]([OH:25])=[CH:23][CH:24]=2)=[C:2]([NH:1][C:39]2[C:28]3[CH:33]=[CH:32][C:31]([CH3:34])=[N:30][C:29]=3[N:35]=[CH:36][N:37]=2)[CH:3]=1)[C:9]1[CH:10]=[CH:11][CH:12]=[CH:13][CH:14]=1. Reported procedure: The product of Example 35A was reacted with the product of Example 9B using the procedure of Example 22C substituting the product of Example 35A for the product of Example 22B and substituting the product of Example 9B for the product of Example 8E to provide the crude title compound which was purified by column chromatography on silica gel using methanol/dichloromethane as eluent to provide the title product (50 mg, 54%). 1H NMR (300 MHz, DMSO-D6) δ ppm: 2.67 (s, 3 H) 4.45 (d, J=5.88 Hz, 2 H) 6... Starting materials: CC1(C)OCc2cc(C(O)CNCCc3ccc(OCCOCc4cccc(C(N)=O)c4)cc3)ccc2O1, CO. Yields the product NC(=O)c1cccc(COCCOc2ccc(CCNCC(O)c3ccc(O)c(CO)c3)cc2)c1. Reaction SMILES: [CH3:1][C:2]1([CH3:38])[O:3][CH2:4][c:5]2[c:6]([cH:8][cH:9][c:10]([CH:12]([CH2:13][NH:14][CH2:15][CH2:16][c:17]3[cH:18][cH:19][c:20]([O:21][CH2:22][CH2:23][O:24][CH2:25][c:26]4[cH:27][c:28]([C:29](=[O:30])[NH2:31])[cH:32][cH:33][cH:34]4)[cH:35][cH:36]3)[OH:37])[cH:11]2)[O:7]1.[CH3:39][OH:40]>>[OH:3][CH2:4][c:5]1[c:6]([OH:7])[cH:8][cH:9][c:10]([CH:12]([CH2:13][NH:14][CH2:15][CH2:16][c:17]2[cH:18][cH:19][c:20]([O:21][CH2:22][CH2:23][O:24][CH2:25][c:26]3[cH:27][c:28]([C:29](=[O:30])[NH2:31])[cH:32][cH:33][cH:34]3)[cH:35][cH:36]2)[OH:37])[cH:11]1. Starting materials: [BH3-]C#N, CO, CCOC(=O)c1ccccc1N, [Na+], O=Cc1ccncc1. Yields the product CCOC(=O)c1ccccc1NCc1ccncc1. Reaction SMILES: [C:21]([BH3-:22])#[N:23].[CH3:25][OH:26].[NH2:1][c:2]1[c:3]([C:4](=[O:5])[O:6][CH2:7][CH3:8])[cH:9][cH:10][cH:11][cH:12]1.[Na+:24].[n:13]1[cH:14][cH:15][c:16]([CH:19]=[O:20])[cH:17][cH:18]1>>[NH:1]([c:2]1[c:3]([C:4](=[O:5])[O:6][CH2:7][CH3:8])[cH:9][cH:10][cH:11][cH:12]1)[CH2:19][c:16]1[cH:15][cH:14][n:13][cH:18][cH:17]1.